Task: describe an organic reaction: reactants, conditions, products, and yield. Dataset: the Open Reaction Database (ORD), a public repository of structured organic reaction records Starting materials: COC(=O)CBr, Cc1c(-c2ccccc2)n(Cc2ccccc2)c2cccc(-c3ccc(O)cc3)c12, CC(C)=O. Yields the product COC(=O)COc1ccc(-c2cccc3c2c(C)c(-c2ccccc2)n3Cc2ccccc2)cc1. RXN SMILES: [Br:31][CH2:32][C:33](=[O:34])[O:35][CH3:36].[CH2:1]([c:2]1[cH:3][cH:4][cH:5][cH:6][cH:7]1)[n:8]1[c:9](-[c:25]2[cH:26][cH:27][cH:28][cH:29][cH:30]2)[c:10]([CH3:24])[c:11]2[c:12](-[c:17]3[cH:18][cH:19][c:20]([OH:23])[cH:21][cH:22]3)[cH:13][cH:14][cH:15][c:16]12.[CH3:37][C:38](=[O:39])[CH3:40]>>[CH2:1]([c:2]1[cH:3][cH:4][cH:5][cH:6][cH:7]1)[n:8]1[c:9](-[c:25]2[cH:26][cH:27][cH:28][cH:29][cH:30]2)[c:10]([CH3:24])[c:11]2[c:12](-[c:17]3[cH:18][cH:19][c:20]([O:23][CH2:32][C:33](=[O:34])[O:35][CH3:36])[cH:21][cH:22]3)[cH:13][cH:14][cH:15][c:16]12. The reactants are CC(C)(C)OC(=O)CBr, O=C([O-])[O-], CC(C)=O, [K+], [K+], Nc1nc(C(=NO)C(=O)OCCS(=O)(=O)c2ccccc2)cs1, O. Yields the product CC(C)(C)OC(=O)CON=C(C(=O)OCCS(=O)(=O)c1ccccc1)c1csc(N)n1. RXN SMILES: [Br:24][CH2:25][C:26](=[O:27])[O:28][C:29]([CH3:30])([CH3:31])[CH3:32].[C:34](=[O:35])([O-:36])[O-:37].[CH3:40][C:41](=[O:42])[CH3:43].[K+:38].[K+:39].[NH2:1][c:2]1[s:3][cH:4][c:5]([C:7]([C:8](=[O:9])[O:10][CH2:11][CH2:12][S:13](=[O:14])(=[O:15])[c:16]2[cH:17][cH:18][cH:19][cH:20][cH:21]2)=[N:22][OH:23])[n:6]1.[OH2:33]>>[NH2:1][c:2]1[s:3][cH:4][c:5]([C:7]([C:8](=[O:9])[O:10][CH2:11][CH2:12][S:13](=[O:14])(=[O:15])[c:16]2[cH:17][cH:18][cH:19][cH:20][cH:21]2)=[N:22][O:23][CH2:25][C:26](=[O:27])[O:28][C:29]([CH3:30])([CH3:31])[CH3:32])[n:6]1. The reactants are mercuric acetate, CN1C=NC2=C1C=CC(=C2C)N=C=S (1,4-dimethyl-5-benzimidazolylisothiocyanate), C(CN)N (ethylenediamine), C(Cl)Cl (methylene chloride), C(Cl)Cl (methylene chloride). Solvent: CO (methanol). Run at time 1 hour. Yields the product CN1C=NC2=C1C=CC(=C2C)NN2C=NCC2 (1,4-dimethyl-5-(2-imidazolinylamino )benzimidazole). RXN SMILES: [CH3:1][N:2]1[C:6]2[CH:7]=[CH:8][C:9]([N:12]=C=S)=[C:10]([CH3:11])[C:5]=2[N:4]=[CH:3]1.[CH2:15]([NH2:18])[CH2:16][NH2:17].[CH2:19](Cl)Cl>CO>[CH3:1][N:2]1[C:6]2[CH:7]=[CH:8][C:9]([NH:12][N:17]3[CH2:16][CH2:15][N:18]=[CH:19]3)=[C:10]([CH3:11])[C:5]=2[N:4]=[CH:3]1. Reported procedure: A solution of 1,4-dimethyl-5-benzimidazolylisothiocyanate (210 mg) in methylene chloride (40 mL) is added dropwise over 20 minutes to ethylenediamine (0.35 mL) in solution in methylene chloride (100 mL). The mixture is stirred for 1 hour at room temperature, then rotary evaporated. The residue is dissolved in methanol (70 mL), mercuric acetate (395 mg) is added, and the mixture is stirred at room temperature for 2 hours. The resulting black suspension is filtered on Celite with methanol wash of ...